This data is from the Open Reaction Database (ORD), a public repository of structured organic reaction records. The task is: describe an organic reaction: reactants, conditions, products, and yield Starting materials: CN, N#Cc1c(F)cccc1F, CN(C)C=O, O. Product: CNc1cccc(F)c1C#N. As a reaction SMILES: [CH3:11][NH2:12].[F:1][c:2]1[c:3]([C:4]#[N:5])[c:6]([F:10])[cH:7][cH:8][cH:9]1.[O:14]=[CH:15][N:16]([CH3:17])[CH3:18].[OH2:13]>>[F:1][c:2]1[c:3]([C:4]#[N:5])[c:6]([NH:12][CH3:11])[cH:7][cH:8][cH:9]1. Reactants: Brc1nccs1, C1CCOC1, CCC=O, [Cl-], [NH4+]. Yields the product CCC(O)c1nccs1. RXN SMILES: [Br:1][c:2]1[s:3][cH:4][cH:5][n:6]1.[CH2:13]1[O:14][CH2:15][CH2:16][CH2:17]1.[CH:7]([CH2:8][CH3:9])=[O:10].[Cl-:11].[NH4+:12]>>[c:2]1([CH:7]([CH2:8][CH3:9])[OH:10])[s:3][cH:4][cH:5][n:6]1. Reactants: [BH4-], CO, [Na+], CC(C)C(=O)CCC(C)C1CCC2C3CC(O)C4CC(O)CCC4(C)C3CCC12C. The product is CC(C)C(O)CCC(C)C1CCC2C3CC(O)C4CC(O)CCC4(C)C3CCC12C. RXN SMILES: [BH4-:31].[CH3:33][OH:34].[Na+:32].[OH:1][CH:2]1[CH2:3][CH:4]2[CH:5]([OH:30])[CH2:6][CH:7]3[CH:8]4[CH2:9][CH2:10][CH:11]([CH:12]([CH2:13][CH2:14][C:15]([CH:16]([CH3:17])[CH3:18])=[O:19])[CH3:20])[C:21]4([CH3:29])[CH2:22][CH2:23][CH:24]3[C:25]2([CH3:28])[CH2:26][CH2:27]1>>[OH:1][CH:2]1[CH2:3][CH:4]2[CH:5]([OH:30])[CH2:6][CH:7]3[CH:8]4[CH2:9][CH2:10][CH:11]([CH:12]([CH2:13][CH2:14][CH:15]([CH:16]([CH3:17])[CH3:18])[OH:19])[CH3:20])[C:21]4([CH3:29])[CH2:22][CH2:23][CH:24]3[C:25]2([CH3:28])[CH2:26][CH2:27]1. The reactants are CC(C)(C)OC(=O)N1CCN(c2ccc(C(=O)Nc3ccc(C(C)(C)C)cc3)cn2)CC1, ClCCl, O=C(O)C(F)(F)F. Yields the product CC(C)(C)c1ccc(NC(=O)c2ccc(N3CCNCC3)nc2)cc1. As a reaction SMILES: [C:1]([O:2][C:3](=[O:4])[N:8]1[CH2:9][CH2:10][N:11]([c:14]2[n:15][cH:16][c:17]([C:20]([NH:21][c:22]3[cH:23][cH:24][c:25]([C:28]([CH3:29])([CH3:30])[CH3:31])[cH:26][cH:27]3)=[O:32])[cH:18][cH:19]2)[CH2:12][CH2:13]1)([CH3:5])([CH3:6])[CH3:7].[Cl:40][CH2:41][Cl:42].[F:33][C:34]([F:35])([F:36])[C:37]([OH:38])=[O:39]>>[NH:8]1[CH2:9][CH2:10][N:11]([c:14]2[n:15][cH:16][c:17]([C:20]([NH:21][c:22]3[cH:23][cH:24][c:25]([C:28]([CH3:29])([CH3:30])[CH3:31])[cH:26][cH:27]3)=[O:32])[cH:18][cH:19]2)[CH2:12][CH2:13]1. Reactants: CC, CCOC(C)=O, Cn1c(C#N)ccc1-c1ccc(N)cc1, O, O=S(=O)(Cl)Cl, c1ccncc1. Product: CCS(=O)(=O)Nc1ccc(-c2ccc(C#N)n2C)cc1. As a reaction SMILES: [CH3:21][CH3:22].[CH3:30][CH2:31][O:32][C:33](=[O:34])[CH3:35].[NH2:1][c:2]1[cH:3][cH:4][c:5](-[c:8]2[cH:9][cH:10][c:11]([C:14]#[N:15])[n:12]2[CH3:13])[cH:6][cH:7]1.[OH2:23].[S:16](=[O:17])(=[O:18])([Cl:19])[Cl:20].[cH:24]1[cH:25][cH:26][n:27][cH:28][cH:29]1>>[NH:1]([c:2]1[cH:3][cH:4][c:5](-[c:8]2[cH:9][cH:10][c:11]([C:14]#[N:15])[n:12]2[CH3:13])[cH:6][cH:7]1)[S:16](=[O:17])(=[O:18])[CH2:21][CH3:22]. Reactants: CCOC(=O)C(C)(C)S(=O)(=O)c1cccnc1, C1CCOC1, [Li+], [OH-], O, O, O. The product is CC(C)(C(=O)O)S(=O)(=O)c1cccnc1. Reaction SMILES: [CH2:1]([CH3:2])[O:3][C:4]([C:5]([CH3:6])([S:7](=[O:8])(=[O:9])[c:10]1[cH:11][n:12][cH:13][cH:14][cH:15]1)[CH3:16])=[O:17].[CH2:21]1[O:22][CH2:23][CH2:24][CH2:25]1.[Li+:20].[OH-:19].[OH2:18].[OH2:26].[OH2:27]>>[O:3]=[C:4]([C:5]([CH3:6])([S:7](=[O:8])(=[O:9])[c:10]1[cH:11][n:12][cH:13][cH:14][cH:15]1)[CH3:16])[OH:17].